Dataset: the Open Reaction Database (ORD), a public repository of structured organic reaction records. Task: describe an organic reaction: reactants, conditions, products, and yield Reactants: C(CC1=CC=CC=C1)N (phenethylamine), FC(C(=O)O)(F)F (trifluoroacetic acid). The product is FC(C1NCCC2=CC=CC=C12)(F)F (1-Trifluoromethyl-1,2,3,4-Tetrahydroisoquinoline). As a reaction SMILES: [CH2:1]([NH2:9])[CH2:2][C:3]1[CH:8]=[CH:7][CH:6]=[CH:5][CH:4]=1.[F:10][C:11]([F:16])([F:15])[C:12](O)=O>>[F:10][C:11]([F:16])([F:15])[CH:12]1[C:8]2[C:3](=[CH:4][CH:5]=[CH:6][CH:7]=2)[CH2:2][CH2:1][NH:9]1. Procedure: In accordance with the same procedures as in Preparation 1-1, except that 25 ml of phenethylamine(0.2M) and 30 ml of anhydrous trifluoroacetic acid(0.21M) were used as starting materials, 5.4 g of the title compound was prepared.